From a dataset of the Open Reaction Database (ORD), a public repository of structured organic reaction records. describe an organic reaction: reactants, conditions, products, and yield The reactants are Brc1ccc(C(=C2CCCCCC2)c2ccccc2)cc1, CC#N, CCOC(C)=O, C=CC(N)=O, CC(=O)[O-], CC(=O)[O-], O, [Pd+2]. Product: NC(=O)C=Cc1ccc(C(=C2CCCCCC2)c2ccccc2)cc1. As a reaction SMILES: [Br:1][c:2]1[cH:3][cH:4][c:5]([C:8]([c:9]2[cH:10][cH:11][cH:12][cH:13][cH:14]2)=[C:15]2[CH2:16][CH2:17][CH2:18][CH2:19][CH2:20][CH2:21]2)[cH:6][cH:7]1.[CH3:27][C:28]#[N:29].[CH3:30][CH2:31][O:32][C:33]([CH3:34])=[O:35].[NH2:22][C:23](=[O:24])[CH:25]=[CH2:26].[O-:38][C:39]([CH3:40])=[O:41].[O-:42][C:43]([CH3:44])=[O:45].[OH2:36].[Pd+2:37]>>[c:2]1([CH:26]=[CH:25][C:23]([NH2:22])=[O:24])[cH:3][cH:4][c:5]([C:8]([c:9]2[cH:10][cH:11][cH:12][cH:13][cH:14]2)=[C:15]2[CH2:16][CH2:17][CH2:18][CH2:19][CH2:20][CH2:21]2)[cH:6][cH:7]1. Reactants: C1(=CC=C(C=C1)S(=O)(=O)O)C (p-Toluene sulphonic acid), C1(=CC=C(C=C1)S(=O)(=O)O)C (p-toluene sulphonic acid), FC1=CC=C(CC=2CS[C@H]3N(C2C(=O)OC(C)(C)C)C(C3NC(C3=CC=CC=C3)(C3=CC=CC=C3)C3=CC=CC=C3)=O)C=C1 (t-Butyl 3-p-fluorobenzyl-7-triphenylmethylamino-3-cephem-4-carboxylate), FC1=CC=C(CC=2CS[C@H]3N(C2C(=O)OC(C)(C)C)C(C3NC(C3=CC=CC=C3)(C3=CC=CC=C3)C3=CC=CC=C3)=O)C=C1 (t-Butyl 3-p-fluorobenzyl-7-triphenylmethylamino-3-cephem-4-carboxylate). The solvent is CC(=O)C (acetone), CC(=O)C (acetone), CC(=O)C (acetone). Product: NC1[C@@H]2N(C(=C(CS2)CC2=CC=C(C=C2)F)C(=O)OC(C)(C)C)C1=O (t-butyl 7-amino-3-p-fluorobenzyl-3-cephem-4-carboxylate). The yield is 64.7%. RXN SMILES: [F:1][C:2]1[CH:44]=[CH:43][C:5]([CH2:6][C:7]2[CH2:8][S:9][C@@H:10]3[CH:21]([NH:22]C(C4C=CC=CC=4)(C4C=CC=CC=4)C4C=CC=CC=4)[C:20](=[O:42])[N:11]3[C:12]=2[C:13]([O:15][C:16]([CH3:19])([CH3:18])[CH3:17])=[O:14])=[CH:4][CH:3]=1.C1(C)C=CC(S(O)(=O)=O)=CC=1>CC(C)=O>[NH2:22][CH:21]1[C:20](=[O:42])[N:11]2[C:12]([C:13]([O:15][C:16]([CH3:17])([CH3:18])[CH3:19])=[O:14])=[C:7]([CH2:6][C:5]3[CH:4]=[CH:3][C:2]([F:1])=[CH:44][CH:43]=3)[CH2:8][S:9][C@H:10]12. Procedure: t-Butyl 3-p-fluorobenzyl-7-triphenylmethylamino-3-cephem-4-carboxylate (IX) (72 mg) was dissolved in acetone and the solution cooled to 0°. p-Toluene sulphonic acid (25 mg) in acetone (0.5 ml) was added dropwise over a few minutes and the solution left to warm to room temperature with stirring. After 2.5 hours a solid had formed but t.l.c. still showed some unchanged (IX) to be present. The mixture was again cooled to 0° and a further quantity of p-toluene sulphonic acid (5 mg) in acetone added.... Starting materials: C(=O)O (Formic acid), C1(CCC1)O (cyclobutanol), [H-].[Na+] (NaH), C(C)(C)(C)C=1N=C(C2=C(N1)N(N=N2)CC2=C(C=CC=C2)Cl)Cl (5-tert-butyl-7-chloro-3-(2-chlorobenzyl)-3H-[1,2,3]triazolo[4,5-d]pyrimidine). The solvent is CN(C)C=O (DMF). Run at time 30 minute. Yields the product C(C)(C)(C)C=1N=C(C2=C(N1)N(N=N2)CC2=C(C=CC=C2)Cl)OC2CCC2 (5-tert-Butyl-3-(2-chloro-benzyl)-7-cyclobutoxy-3H-[1,2,3]triazolo[4,5-d]pyrimidine). The yield is 13.4%. As a reaction SMILES: [CH:1]1([OH:5])[CH2:4][CH2:3][CH2:2]1.[H-].[Na+].[C:8]([C:12]1[N:13]=[C:14](Cl)[C:15]2[N:20]=[N:19][N:18]([CH2:21][C:22]3[CH:27]=[CH:26][CH:25]=[CH:24][C:23]=3[Cl:28])[C:16]=2[N:17]=1)([CH3:11])([CH3:10])[CH3:9].C(O)=O>CN(C=O)C>[C:8]([C:12]1[N:13]=[C:14]([O:5][CH:1]2[CH2:4][CH2:3][CH2:2]2)[C:15]2[N:20]=[N:19][N:18]([CH2:21][C:22]3[CH:27]=[CH:26][CH:25]=[CH:24][C:23]=3[Cl:28])[C:16]=2[N:17]=1)([CH3:11])([CH3:9])[CH3:10] |f:1.2|. Procedure details: A mixture of cyclobutanol (173 mg, 2.4 mmol) and NaH (4.8 mg, 0.12 mmol) in DMF (1 mL) was stirred for 30 min at room temperature. 5-tert-butyl-7-chloro-3-(2-chlorobenzyl)-3H-[1,2,3]triazolo[4,5-d]pyrimidine (26.9 mg, 0.08 mmol) was added and the mixture was stirred at room temperature overnight. Formic acid added and the mixture was subjected to preparative HPLC purification on reversed phase eluting with a gradient formed from acetonitrile, water and formic acid. The product containing fractio... The reactants are OC1[C@H](O)[C@@H](O)[C@H](O[C@H]2[C@H](O)[C@@H](O)[C@@H](O)[C@H](O2)CO)[C@H](O1)CO (lactose), solution, DEAE-cellulose, OC1[C@H](O)[C@@H](O)[C@H](O[C@H]2[C@H](O)[C@@H](O)[C@@H](O)[C@H](O2)CO)[C@H](O1)CO (lactose), OC1[C@H](O)[C@@H](O)[C@H](O[C@H]2[C@H](O)[C@@H](O)[C@@H](O)[C@H](O2)CO)[C@H](O1)CO (lactose), OC1[C@H](O)[C@@H](O)[C@H](O[C@H]2[C@H](O)[C@@H](O)[C@@H](O)[C@H](O2)CO)[C@H](O1)CO (lactose), C(CCCC=O)=O (glutaraldehyde), OC1[C@H](O)[C@@H](O)[C@H](O[C@H]2[C@H](O)[C@@H](O)[C@@H](O)[C@H](O2)CO)[C@H](O1)CO (lactose). Solvent: P(=O)([O-])([O-])[O-] (phosphate). Reaction conditions: temperature 60 celsius. Yields the product O=C[C@H](O)[C@@H](O)[C@H](O)[C@H](O)CO.O=C[C@H](O)[C@@H](O)[C@@H](O)[C@H](O)CO (glucose galactose). Reaction SMILES: [OH:1][CH:2]1[O:21][C@H:20]([CH2:22][OH:23])[C@@H:7]([O:8][C@@H]2O[C@H](CO)[C@H](O)[C@H](O)[C@H]2O)[C@H:5]([OH:6])[C@H:3]1[OH:4].C(=O)CCCC=O>P([O-])([O-])([O-])=O>[O:1]=[CH:2][C@@H:3]([C@H:5]([C@@H:7]([C@@H:20]([CH2:22][OH:23])[OH:21])[OH:8])[OH:6])[OH:4].[O:1]=[CH:2][C@@H:3]([C@H:5]([C@H:7]([C@@H:20]([CH2:22][OH:23])[OH:21])[OH:8])[OH:6])[OH:4] |f:3.4|. Procedure details: Pure lactose, demineralised whey and skimmed milk are used as lactose sources for the glutaraldehyde-treated DEAE-cellulose immobilised cells and the results obtained are given in the accompanying diagram, FIG. 10. A 5% solution of lactose in 50 mM phosphate buffer, pH 7.0 (line 1); a solution of demineralised, ultrafiltered whey containing 48.95 mg per ml of lactose and at pH 6.55 (line 2); and skim milk containing 48.50 mg per ml of lactose and at pH 6.86 (line 3), are eluted through a column ... Reactants: C1(=CC(=CC=C1)C1=NSC(=C1C(=O)O)C(=O)O)C (3-(m-Tolyl)-4,5-isothiazoledicarboxylic acid), CCCCCC (Hexane). Solvent: ClC1=C(C=CC=C1)Cl (o-dichlorobenzene). Yields the product C1(=CC(=CC=C1)C1=NSC=C1C(=O)O)C (3-(m-Tolyl)-4-Isothiazolecarboxylic Acid). Isolated yield 85.1%. RXN SMILES: [C:1]1([CH3:18])[CH:6]=[CH:5][CH:4]=[C:3]([C:7]2[C:11]([C:12]([OH:14])=[O:13])=[C:10](C(O)=O)[S:9][N:8]=2)[CH:2]=1.CCCCCC>ClC1C=CC=CC=1Cl>[C:1]1([CH3:18])[CH:6]=[CH:5][CH:4]=[C:3]([C:7]2[C:11]([C:12]([OH:14])=[O:13])=[CH:10][S:9][N:8]=2)[CH:2]=1. Procedure details: 3-(m-Tolyl)-4,5-isothiazoledicarboxylic acid (7.98 g, 0.0303 mol) was heated in 25 ml of o-dichlorobenzene at vigorous reflux for 15 minutes and cooled. Hexane was added and the resultant precipitate was filtered off to yield 5.52 g (0.0258 mol, 83.1%) of a light pink solid, m.p. 144.5°-146°. Starting materials: O=C1CN(Cc2ccccc2)CN1, CCO, O=C(O)C(F)(F)F, [H][H]. Product: O=C(O)C(F)(F)F, O=C1CNCN1. Reaction SMILES: [CH2:8]([c:9]1[cH:10][cH:11][cH:12][cH:13][cH:14]1)[N:15]1[CH2:16][NH:17][C:18](=[O:20])[CH2:19]1.[CH3:23][CH2:24][OH:25].[F:1][C:2]([C:3](=[O:4])[OH:5])([F:6])[F:7].[H:21][H:22]>>[F:1][C:2]([C:3](=[O:4])[OH:5])([F:6])[F:7].[NH:15]1[CH2:16][NH:17][C:18](=[O:20])[CH2:19]1. Starting materials: C(CCl)Cl (EDC), C(=O)(O)C=1C=CC2=C(CC3=C(C(C2)CC(=O)OCC)C=CC=C3)C1 (ethyl (±)-10,11-dihydro-3-carboxy-5H-dibenzo[a,d]cycloheptene-10-acetate), Cl.Cl.NCCNC1=NC=CC=C1 (2-[(2-aminoethyl)amino]pyridine dihydrochloride), C=1C=CC2=C(C1)N=NN2O (HOBt), O (H2O), C(C)(C)N(CC)C(C)C (diisopropylethylamine). Run in CN(C)C=O (DMF). Reaction conditions: time 18 hour. Yields the product N1=C(C=CC=C1)NCCNC(=O)C=1C=CC2=C(CC3=C(C(C2)CC(=O)OCC)C=CC=C3)C1 (Ethyl (±)-10,11-dihydro-3-[[[2-(2-pyridylamino)ethyl]amino]carbonyl]-5H-dibenzo[a,d]cycloheptene-10-acetate). The yield is 91.6%. As a reaction SMILES: C(Cl)CCl.[C:5]([C:8]1[CH:9]=[CH:10][C:11]2[CH2:17][CH:16]([CH2:18][C:19]([O:21][CH2:22][CH3:23])=[O:20])[C:15]3[CH:24]=[CH:25][CH:26]=[CH:27][C:14]=3[CH2:13][C:12]=2[CH:28]=1)(O)=[O:6].Cl.Cl.[NH2:31][CH2:32][CH2:33][NH:34][C:35]1[CH:40]=[CH:39][CH:38]=[CH:37][N:36]=1.C1C=CC2N(O)N=NC=2C=1.O.C(N(C(C)C)CC)(C)C>CN(C=O)C>[N:36]1[CH:37]=[CH:38][CH:39]=[CH:40][C:35]=1[NH:34][CH2:33][CH2:32][NH:31][C:5]([C:8]1[CH:9]=[CH:10][C:11]2[CH2:17][CH:16]([CH2:18][C:19]([O:21][CH2:22][CH3:23])=[O:20])[C:15]3[CH:24]=[CH:25][CH:26]=[CH:27][C:14]=3[CH2:13][C:12]=2[CH:28]=1)=[O:6] |f:2.3.4|. Reported procedure: EDC (112.7 mg, 0.59 mmole) was added all at once to a solution of ethyl (±)-10,11-dihydro-3-carboxy-5H-dibenzo[a,d]cycloheptene-10-acetate (157.8 mg, 0.49 mmole), 2-[(2-aminoethyl)amino]pyridine dihydrochloride (123.5 mg, 0.59 mmole), HOBt.H2O (79.5 mg, 0.59 mmole), and diisopropylethylamine (0.43 mL, 2.45 mmole) in anhydrous DMF (2.5 mL) at RT. The reaction was stirred at RT for 18 hr, then was concentrated. The residue was reconcentrated from xylenes, then was diluted with H2O (5 mL) and extra... Starting materials: C[Si](C)(C)C#C (trimethylsilylacetylene), FC(S(=O)(=O)OC=1C=C2C(CC(SC2=CC1F)(C)C)=O)(F)F (2,2-dimethyl-4-oxo-7-fluoro-thiochroman-6-yl trifluoromethanesulfonate), FC(S(=O)(=O)OC=1C=C2C(CC(SC2=CC1F)(C)C)=O)(F)F (2,2-dimethyl-4-oxo-7-fluoro-thiochroman-6-yl trifluoromethanesulfonate). Reagents/catalysts: Cl[Pd]([P](C1=CC=CC=C1)(C2=CC=CC=C2)C3=CC=CC=C3)([P](C4=CC=CC=C4)(C5=CC=CC=C5)C6=CC=CC=C6)Cl (bis(triphenylphosphine)-palladium(II) chloride). Solvent: CCN(CC)CC (Et3N), CN(C)C=O (DMF), O (H2O). Reaction conditions: temperature 95 celsius, time 8 hour. The product is EtOAc hexanes, CC1(SC2=CC(=C(C=C2C(C1)=O)C#C[Si](C)(C)C)F)C (2,2-Dimethyl-6-trimethylsilanylethynyl-7-fluoro-thiochroman-4-one). Yield: 77.7%. RXN SMILES: FC(F)(F)S(O[C:7]1[CH:8]=[C:9]2[C:14](=[CH:15][C:16]=1[F:17])[S:13][C:12]([CH3:19])([CH3:18])[CH2:11][C:10]2=[O:20])(=O)=O.[CH3:23][Si:24]([C:27]#[CH:28])([CH3:26])[CH3:25]>CCN(CC)CC.CN(C=O)C.O.Cl[Pd](Cl)([P](C1C=CC=CC=1)(C1C=CC=CC=1)C1C=CC=CC=1)[P](C1C=CC=CC=1)(C1C=CC=CC=1)C1C=CC=CC=1>[CH3:18][C:12]1([CH3:19])[CH2:11][C:10](=[O:20])[C:9]2[C:14](=[CH:15][C:16]([F:17])=[C:7]([C:28]#[C:27][Si:24]([CH3:26])([CH3:25])[CH3:23])[CH:8]=2)[S:13]1 |^1:44,63|. Procedure details: A solution of 2,2-dimethyl-4-oxo-7-fluoro-thiochroman-6-yl trifluoromethanesulfonate (Compound 205, 1.28 g, 3.57 mmol) in 6.0 mL Et3N and 15.0 mL DMF was sparged with argon for 15 minutes. To this solution was added trimethylsilylacetylene (2.0 g, 20.4 mmol) and bis(triphenylphosphine)-palladium(II) chloride (100.0 mg, 0.14 mmol). The solution was heated to 95° C. for 6 hours, cooled to room temperature and stirred overnight. The solution was diluted with H2O and extracted with EtOAc. The combin... Reactants: ClC=1C=C(C=CC1OC)CC(C)O (1-(3-chloro-4-methoxyphenyl)-2-hydroxypropane), [N+](=O)([O-])C1=CC=C(C=O)C=C1 (4-nitrobenzaldehyde), Cl (hydrogen chloride). The reagents and catalysts are [Cl-].[Zn+2].[Cl-] (zinc chloride). Solvent: C1=CC=CC=C1 (benzene). Conditions: time 30 minute. Product: ClC=1C=C2CC(OC(C2=CC1OC)C1=CC=C(C=C1)[N+](=O)[O-])C (6-chloro-3-methyl-7-methoxy-1-(4-nitrophenyl)-isochroman). As a reaction SMILES: [Cl:1][C:2]1[CH:3]=[C:4]([CH2:10][CH:11]([OH:13])[CH3:12])[CH:5]=[CH:6][C:7]=1[O:8][CH3:9].[N+:14]([C:17]1[CH:24]=[CH:23][C:20]([CH:21]=O)=[CH:19][CH:18]=1)([O-:16])=[O:15].Cl>C1C=CC=CC=1.[Cl-].[Zn+2].[Cl-]>[Cl:1][C:2]1[CH:3]=[C:4]2[C:5](=[CH:6][C:7]=1[O:8][CH3:9])[CH:21]([C:20]1[CH:23]=[CH:24][C:17]([N+:14]([O-:16])=[O:15])=[CH:18][CH:19]=1)[O:13][CH:11]([CH3:12])[CH2:10]2 |f:4.5.6|. Reported procedure: A solution of 21.16 g (105.4 mmol) of 1-(3-chloro-4-methoxyphenyl)-2-hydroxypropane in 106 ml of dry benzene is mixed with 15.93 g (105.4 mmol) of 4-nitrobenzaldehyde and 14.36 g (105.4 mmol) of freshly melted zinc chloride, and dry hydrogen chloride gas is introduced for 3 hours. Then, the mixture is heated to boiling for 30 minutes. Working-up is carried out according to the process that is described in Example 3, Step A. The 6-chloro-3-methyl-7-methoxy-1-(4-nitrophenyl)-isochroman that is obt...